Dataset: the Open Reaction Database (ORD), a public repository of structured organic reaction records. Task: describe an organic reaction: reactants, conditions, products, and yield The reactants are CCCC(O)C(CN(Cc1ccc(C)cc1C)C(=O)OCc1ccccc1)NC(=O)CC(=O)Nc1cc(NC(=O)OC(C)(C)C)cc(C(F)(F)F)c1, ClCCl, O=C(O)C(F)(F)F. Product: CCCC(O)C(CN(Cc1ccc(C)cc1C)C(=O)OCc1ccccc1)NC(=O)CC(=O)Nc1cc(N)cc(C(F)(F)F)c1. Reaction SMILES: [C:1]([O:2][C:3](=[O:4])[NH:7][c:8]1[cH:9][c:10]([NH:18][C:19]([CH2:20][C:21]([NH:22][CH:23]([CH:24]([CH2:25][CH2:26][CH3:27])[OH:28])[CH2:29][N:30]([CH2:31][c:32]2[c:33]([CH3:39])[cH:34][c:35]([CH3:38])[cH:36][cH:37]2)[C:40](=[O:41])[O:42][CH2:43][c:44]2[cH:45][cH:46][cH:47][cH:48][cH:49]2)=[O:50])=[O:51])[cH:11][c:12]([C:14]([F:15])([F:16])[F:17])[cH:13]1)([CH3:5])([CH3:6])[CH3:52].[Cl:60][CH2:61][Cl:62].[F:53][C:54]([F:55])([F:56])[C:57]([OH:58])=[O:59]>>[NH2:7][c:8]1[cH:9][c:10]([NH:18][C:19]([CH2:20][C:21]([NH:22][CH:23]([CH:24]([CH2:25][CH2:26][CH3:27])[OH:28])[CH2:29][N:30]([CH2:31][c:32]2[c:33]([CH3:39])[cH:34][c:35]([CH3:38])[cH:36][cH:37]2)[C:40](=[O:41])[O:42][CH2:43][c:44]2[cH:45][cH:46][cH:47][cH:48][cH:49]2)=[O:50])=[O:51])[cH:11][c:12]([C:14]([F:15])([F:16])[F:17])[cH:13]1.